Dataset: the Open Reaction Database (ORD), a public repository of structured organic reaction records. Task: describe an organic reaction: reactants, conditions, products, and yield Reactants: C(CCCCCCCCCCC)(=O)Cl (dodecanoyl chloride), N1CCCCC1 (piperidine). Product: C(CCCCCCCCCCC)(=O)N1CCCCC1 (1-dodecanoylpiperidine). Isolated yield 61.9%. Reaction SMILES: [C:1](Cl)(=[O:13])[CH2:2][CH2:3][CH2:4][CH2:5][CH2:6][CH2:7][CH2:8][CH2:9][CH2:10][CH2:11][CH3:12].[NH:15]1[CH2:20][CH2:19][CH2:18][CH2:17][CH2:16]1>>[C:1]([N:15]1[CH2:20][CH2:19][CH2:18][CH2:17][CH2:16]1)(=[O:13])[CH2:2][CH2:3][CH2:4][CH2:5][CH2:6][CH2:7][CH2:8][CH2:9][CH2:10][CH2:11][CH3:12]. Reported procedure: In a manner similar to that described in Example 1, dodecanoyl chloride (21.88 g, 0.1M) was treated with piperidine (8.52 g, 01M). Work up and distillation gave 16.55 g (62%) of the product, b.p. 185/2 mm. Reactants: CCOC(=O)c1ccc(NC)cc1, N#Cc1nc(CCl)c(Cl)nc1N. The product is CCOC(=O)c1ccc(N(C)Cc2nc(C#N)c(N)nc2Cl)cc1. As a reaction SMILES: [CH3:13][NH:14][c:15]1[cH:16][cH:17][c:18]([C:19](=[O:20])[O:21][CH2:22][CH3:23])[cH:24][cH:25]1.[NH2:1][c:2]1[c:3]([C:11]#[N:12])[n:4][c:5]([CH2:9][Cl:10])[c:6]([Cl:8])[n:7]1>>[NH2:1][c:2]1[c:3]([C:11]#[N:12])[n:4][c:5]([CH2:9][N:14]([CH3:13])[c:15]2[cH:16][cH:17][c:18]([C:19](=[O:20])[O:21][CH2:22][CH3:23])[cH:24][cH:25]2)[c:6]([Cl:8])[n:7]1.